This data is from the Open Reaction Database (ORD), a public repository of structured organic reaction records. The task is: describe an organic reaction: reactants, conditions, products, and yield Reactants: C(CCCCCCCCC)OC1=C(SC=C1OCCCCCCCCCC)C1=CC=C(C=C1)[N+](=O)[O-] (1-(3,4-didecyloxythien-2-yl)-4-nitrobenzene), CCCCCC (hexane), O.NN (hydrazine hydrate). Reagents/catalysts: [Pt] (platinum). Solvent: C(C)O (ethanol). Product: C(CCCCCCCCC)OC1=C(SC=C1OCCCCCCCCCC)C1=CC=C(C=C1)N (1-(3,4-didecyloxythien-2-yl)-4-aminobenzene). Isolated yield 91.0%. RXN SMILES: [CH2:1]([O:11][C:12]1[C:16]([O:17][CH2:18][CH2:19][CH2:20][CH2:21][CH2:22][CH2:23][CH2:24][CH2:25][CH2:26][CH3:27])=[CH:15][S:14][C:13]=1[C:28]1[CH:33]=[CH:32][C:31]([N+:34]([O-])=O)=[CH:30][CH:29]=1)[CH2:2][CH2:3][CH2:4][CH2:5][CH2:6][CH2:7][CH2:8][CH2:9][CH3:10].O.NN.CCCCCC>C(O)C.[Pt]>[CH2:1]([O:11][C:12]1[C:16]([O:17][CH2:18][CH2:19][CH2:20][CH2:21][CH2:22][CH2:23][CH2:24][CH2:25][CH2:26][CH3:27])=[CH:15][S:14][C:13]=1[C:28]1[CH:29]=[CH:30][C:31]([NH2:34])=[CH:32][CH:33]=1)[CH2:2][CH2:3][CH2:4][CH2:5][CH2:6][CH2:7][CH2:8][CH2:9][CH3:10] |f:1.2|. Procedure details: A solution of 1-(3,4-didecyloxythien-2-yl)-4-nitrobenzene (0.995 g, 1.92 mmol) in 95% ethanol (30 mL) containing platinum on sulfide carbon (30 mg) was added hydrazine hydrate (0.5 mL). The mixture was refluxed for 5 to 10 hours. After cooling, the mixture was filtered and the solvent was evaporated to give a solid. Addition of hexane followed by filtration gave 1-(3,4-didecyloxythien-2-yl)-4-aminobenzene which was subsequently recrystallized from ethanol containing few drops of acetone, 0.855 g... The reactants are C(C)(C)(C)OC(=O)N1CC2=C(CC1)C=C(N2C)C(=O)O (6-(tert-butoxycarbonyl)-1-methyl-4,5,6,7-tetrahydro-1H-pyrrolo[2,3-c]pyridine-2-carboxylic acid), CN(C)C=O (DMF), C1(=C(C=CC=C1)N)N (phenylene diamine), C1(CCCCC1)N=C=NC1CCCCC1 (Dicyclohexyl carbo diimide), OC1=CC=CC=2NN=NC21 (hydroxy benzotriazole). Solvent: O (Water). Run at time 1 hour. The product is NC1=C(C=CC=C1)NC(=O)C1=CC2=C(CNCC2)N1C (N-(2-aminophenyl)-1-methyl-4,5,6,7-tetrahydro-1H-pyrrolo[2,3-c]pyridine-2-carboxamide), C(C)(C)(C)OC(=O)N1CC2=C(CC1)C=C(N2C)C(NC2=C(C=CC=C2)NC(=O)OC(C)(C)C)=O (2-(2-tert-Butoxycarbonylamino-phenylcarbamoyl)-1-methyl-1,4,5,7-tetrahydro-pyrrolo[2,3-c]pyridine-6-carboxylic acid tert-butyl ester). As a reaction SMILES: [C:1]([O:5][C:6]([N:8]1[CH2:13][CH2:12][C:11]2[CH:14]=[C:15]([C:18]([OH:20])=[O:19])[N:16]([CH3:17])[C:10]=2[CH2:9]1)=[O:7])([CH3:4])([CH3:3])[CH3:2].[CH:21]1(N=C=NC2CCCCC2)CCCCC1.[OH:36][C:37]1[C:45]2[N:44]=N[NH:42][C:41]=2[CH:40]=[CH:39][CH:38]=1.[C:46]1([NH2:53])[CH:51]=[CH:50][CH:49]=[CH:48][C:47]=1[NH2:52].CN([CH:57]=[O:58])C>O>[NH2:42][C:41]1[CH:40]=[CH:39][CH:38]=[CH:37][C:45]=1[NH:44][C:18]([C:15]1[N:16]([CH3:17])[C:10]2[CH2:9][NH:8][CH2:13][CH2:12][C:11]=2[CH:14]=1)=[O:20].[C:1]([O:5][C:6]([N:8]1[CH2:13][CH2:12][C:11]2[CH:14]=[C:15]([C:18](=[O:19])[NH:52][C:47]3[CH:48]=[CH:49][CH:50]=[CH:51][C:46]=3[NH:53][C:57]([O:36][C:37]([CH3:45])([CH3:21])[CH3:38])=[O:58])[N:16]([CH3:17])[C:10]=2[CH2:9]1)=[O:7])([CH3:3])([CH3:4])[CH3:2]. Procedure: To a solution of compound 6-(tert-butoxycarbonyl)-1-methyl-4,5,6,7-tetrahydro-1H-pyrrolo[2,3-c]pyridine-2-carboxylic acid (1.0 eq) in DMF was added Dicyclohexyl carbo diimide (1.3 eq.) and hydroxy benzotriazole (1.3 eq) and reaction was stirred for 1 hr. followed by addition of monoboc protected phenylene diamine. The reaction was stirred further for 48 hrs. Water was added and reaction mixture was extracted with dichloromethane, dried over anhydrous sodium sulfate, concentrated under reduced pr... The reactants are [N+](=O)([O-])C1=CC=C(COC(=O)N2[C@@H](C[C@H](C2)OC(C2=CC=CC=C2)=O)CC#N)C=C1 ((2R,4R)-1-(p-Nitrobenzyloxycarbonyl)-2-cyanomethyl-4-benzoyloxypyrrolidine), C(C)(=O)O (acetic acid). Solvent: Cl (hydrochloric acid). Reaction conditions: time 30 minute. The product is [N+](=O)([O-])C1=CC=C(COC(=O)N2[C@@H](C[C@H](C2)O)CC(=O)O)C=C1 ((2S,4R)-1-(p-nitrobenzyloxycarbonyl)-2-carboxymethyl-4-hydroxypyrrolidine). As a reaction SMILES: [N+:1]([C:4]1[CH:30]=[CH:29][C:7]([CH2:8][O:9][C:10]([N:12]2[CH2:16][C@H:15]([O:17]C(=O)C3C=CC=CC=3)[CH2:14][C@H:13]2CC#N)=[O:11])=[CH:6][CH:5]=1)([O-:3])=[O:2].[C:31]([OH:34])(=[O:33])[CH3:32]>Cl>[N+:1]([C:4]1[CH:5]=[CH:6][C:7]([CH2:8][O:9][C:10]([N:12]2[CH2:16][C@H:15]([OH:17])[CH2:14][C@H:13]2[CH2:32][C:31]([OH:34])=[O:33])=[O:11])=[CH:29][CH:30]=1)([O-:3])=[O:2]. Procedure: (2R,4R)-1-(p-Nitrobenzyloxycarbonyl)-2-cyanomethyl-4-benzoyloxypyrrolidine (3.0 g) was dissolved in 10 ml of acetic acid and 10 ml of conc. hydrochloric acid. After refluxing for 3 hours, the reaction mixture was cooled down to room temperature and distilled to remove the solvent. The residue was diluted with 4 ml of water and 25 ml of 1N sodium hydroxide solution. A solution of 1.53 g of p-nitrobenzyl chloroformate in 6 ml of diethyl ether and 2 ml of tetrahydrofuran was added to the above mixt... Reactants: COc1ccc(-c2oncc2CCC(=O)O)cc1, CO, O=S(=O)(O)O. Yields the product COC(=O)CCc1cnoc1-c1ccc(OC)cc1. As a reaction SMILES: [CH3:1][O:2][c:3]1[cH:4][cH:5][c:6](-[c:9]2[c:10]([CH2:14][CH2:15][C:16](=[O:17])[OH:18])[cH:11][n:12][o:13]2)[cH:7][cH:8]1.[CH3:24][OH:25].[S:19](=[O:20])(=[O:21])([OH:22])[OH:23]>>[CH3:1][O:2][c:3]1[cH:4][cH:5][c:6](-[c:9]2[c:10]([CH2:14][CH2:15][C:16](=[O:17])[O:18][CH3:24])[cH:11][n:12][o:13]2)[cH:7][cH:8]1. The reactants are Cl.NC[C@@H](CCl)O ((S)-1-amino-3-chloro-2-propanol hydrochloride), C(C)(=O)OC(C)=O (acetic anhydride), N1=CC=CC=C1 (pyridine), C([O-])([O-])=O.[K+].[K+] (potassium carbonate). Run in C(Cl)Cl (methylene chloride), O (Water), O (Water), C(Cl)Cl (methylene chloride). Conditions: temperature 42 celsius, time 22 hour. Yields the product C(C)(=O)O[C@@H](CNC(C)=O)CCl ((S)—N-[2-(acetyloxy)-3-chloropropyl]acetamide). As a reaction SMILES: Cl.[NH2:2][CH2:3][C@H:4]([OH:7])[CH2:5][Cl:6].[C:8](OC(=O)C)(=[O:10])[CH3:9].N1[CH:20]=[CH:19]C=CC=1.C(=O)([O-])[O-:22].[K+].[K+]>C(Cl)Cl.O>[C:8]([O:7][C@H:4]([CH2:5][Cl:6])[CH2:3][NH:2][C:19](=[O:22])[CH3:20])(=[O:10])[CH3:9] |f:0.1,4.5.6|. Procedure details: To a slurry of (S)-1-amino-3-chloro-2-propanol hydrochloride (500 g, 3.43 mol) in methylene chloride (1.54 kg) and acetic anhydride (803 g, 7.87 mol) is added pyridine (340 g, 4.3 mol) over 1 h while maintaining 38 to 46° C. The mixture is then stirred at 21 to 46° C. for 22 h. Water (600 ml) is added at 22 to 24° C. then aqueous potassium carbonate (47 wt %, 2.0 kg, 6.80 mol) while maintaining 6 to 11° C. Water (600 ml) and methylene chloride (600 ml) are added and the phases separated at 24° C... Starting materials: C1(CCC1)C1=NCCC2=CC=C(C=C12)OC (1-cyclobutyl-7-methoxy-3,4-dihydroisoquinoline), ClC1=NC=CC=C1 (2-chloropyridine), C(CCC)[Li] (n-Butyllithium), C(C)(C)NC(C)C (diisopropylamine). The solvent is O1CCCC1 (tetrahydrofuran), O1CCCC1 (tetrahydrofuran). Run at temperature -23 celsius, time 15 minute. The product is COC1=CC=C2CCN=C(C2=C1)C1(CCC1)C1=NC=CC=C1 (7-methoxy-1-[1-(2-pyridyl)cyclobutyl]-3,4-dihydroisoquinoline). Reaction SMILES: C([Li])CCC.C(NC(C)C)(C)C.[CH:13]1([C:17]2[C:26]3[C:21](=[CH:22][CH:23]=[C:24]([O:27][CH3:28])[CH:25]=3)[CH2:20][CH2:19][N:18]=2)[CH2:16][CH2:15][CH2:14]1.Cl[C:30]1[CH:35]=[CH:34][CH:33]=[CH:32][N:31]=1>O1CCCC1>[CH3:28][O:27][C:24]1[CH:25]=[C:26]2[C:21]([CH2:20][CH2:19][N:18]=[C:17]2[C:13]2([C:30]3[CH:35]=[CH:34][CH:33]=[CH:32][N:31]=3)[CH2:14][CH2:15][CH2:16]2)=[CH:22][CH:23]=1. Reported procedure: n-Butyllithium (7.3 ml, 2.09M in hexanes) was added dropwise at ambient temperature to a solution of diisopropylamine (2.12 ml) in dry tetrahydrofuran (14 ml). After 15 minutes, the solution was cooled to -23° C. and a solution of 1-cyclobutyl-7-methoxy-3,4-dihydroisoquinoline (3 g) in tetrahydrofuran (34 ml) was added. After 30 minutes the mixture was cooled to -78° C., treated with 2-chloropyridine (1.56 ml), stirred for 1 hour then warmed to ambient temperature. The mixture was heated under r... Reactants: CNC (dimethylamine), CS(=O)(=O)OCCCCC=1C(=NC(=CC1)\C(=C\[C@@H]1N(C(CC1)=O)CC1=C(C=C(C=C1)OC)OC)\C1=CC=C(C=C1)C(C)(C)C)OC (4-(6-{(E)-1-(4-tert-butylphenyl)-2-[(2R)-1-(2,4-dimethoxybenzyl)-5-oxopyrrolidin-2-yl]ethenyl}-2-methoxypyridin-3-yl)butyl methanesulfonate). Conditions: time 17 hour. The product is C(C)(C)(C)C1=CC=C(C=C1)\C(=C/[C@H]1CCC(N1CC1=C(C=C(C=C1)OC)OC)=O)\C1=NC(=C(C=C1)CCCCN(C)C)OC ((5R)-5-[(E)-2-(4-tert-butylphenyl)-2-{5-[4-(dimethylamino)butyl]-6-methoxypyridin-2-yl}ethenyl]-1-(2,4-dimethoxybenzyl)pyrrolidin-2-one). RXN SMILES: [CH3:1][NH:2][CH3:3].CS(O[CH2:9][CH2:10][CH2:11][CH2:12][C:13]1[C:14]([O:48][CH3:49])=[N:15][C:16](/[C:19](/[C:38]2[CH:43]=[CH:42][C:41]([C:44]([CH3:47])([CH3:46])[CH3:45])=[CH:40][CH:39]=2)=[CH:20]/[C@H:21]2[CH2:25][CH2:24][C:23](=[O:26])[N:22]2[CH2:27][C:28]2[CH:33]=[CH:32][C:31]([O:34][CH3:35])=[CH:30][C:29]=2[O:36][CH3:37])=[CH:17][CH:18]=1)(=O)=O>>[C:44]([C:41]1[CH:40]=[CH:39][C:38](/[C:19](/[C:16]2[CH:17]=[CH:18][C:13]([CH2:12][CH2:11][CH2:10][CH2:9][N:2]([CH3:3])[CH3:1])=[C:14]([O:48][CH3:49])[N:15]=2)=[CH:20]\[C@@H:21]2[N:22]([CH2:27][C:28]3[CH:33]=[CH:32][C:31]([O:34][CH3:35])=[CH:30][C:29]=3[O:36][CH3:37])[C:23](=[O:26])[CH2:24][CH2:25]2)=[CH:43][CH:42]=1)([CH3:47])([CH3:46])[CH3:45]. Procedure: Triethylamine (50 μL) and methanesulfonyl chloride (25 μL) were added to a solution of (5R)-5-{(E)-2-(4-tert-butylphenyl)-2-[5-(4-hydroxybutyl)-6-methoxypyridin-2-yl]ethenyl}-1-(2,4-dimethoxybenzyl)pyrrolidin-2-one (144 mg) in chloroform (2 mL), and the mixture was stirred at room temperature for three hours. Triethylamine (50 μL) and methanesulfonyl chloride (25 μL) were further added thereto and the mixture was stirred at room temperature for one hour. The reaction solution was poured into wat...